From a dataset of the Open Reaction Database (ORD), a public repository of structured organic reaction records. describe an organic reaction: reactants, conditions, products, and yield The reactants are ClCCl, CC1(C)C2CCC1(CS(=O)(=O)O)C(=O)C2, CCOC(C)=O, CCN(C(C)C)C(C)C, Cl, Cl, O=C(Cl)C1(c2ccc(N3CCC3)nc2)CC1, O=C1OC2(CCNC2)c2ccncc21. Product: O=C1OC2(CCN(C(=O)C3(c4ccc(N5CCC5)nc4)CC3)C2)c2ccncc21. Reaction SMILES: [CH2:48]([Cl:49])[Cl:50].[CH3:33][C:34]1([CH3:35])[CH:36]2[CH2:37][CH2:38][C:39]1([CH2:40][S:41]([OH:42])(=[O:43])=[O:44])[C:45](=[O:46])[CH2:47]2.[CH3:60][CH2:61][O:62][C:63](=[O:64])[CH3:65].[CH:51]([N:52]([CH2:53][CH3:54])[CH:55]([CH3:56])[CH3:57])([CH3:58])[CH3:59].[ClH:1].[ClH:2].[N:3]1([c:7]2[cH:8][cH:9][c:10]([C:13]3([C:16](=[O:17])[Cl:18])[CH2:14][CH2:15]3)[cH:11][n:12]2)[CH2:4][CH2:5][CH2:6]1.[NH:19]1[CH2:20][C:21]2([O:22][C:23](=[O:30])[c:24]3[cH:25][n:26][cH:27][cH:28][c:29]32)[CH2:31][CH2:32]1>>[N:3]1([c:7]2[cH:8][cH:9][c:10]([C:13]3([C:16](=[O:17])[N:19]4[CH2:20][C:21]5([O:22][C:23](=[O:30])[c:24]6[cH:25][n:26][cH:27][cH:28][c:29]65)[CH2:31][CH2:32]4)[CH2:14][CH2:15]3)[cH:11][n:12]2)[CH2:4][CH2:5][CH2:6]1.